Task: describe an organic reaction: reactants, conditions, products, and yield. Dataset: the Open Reaction Database (ORD), a public repository of structured organic reaction records Starting materials: C(CC(=O)OC)(=O)OC (dimethyl malonate), acid bromide, etheral solution, FC(C1=CC=C(OC2=CC=C(OC(C(=O)Br)C)C=C2)C=C1)(F)F (2-[4'-(4"-trifluoromethyl-phenoxy)-phenoxy]-propionyl-bromide), dimethyl-ethoxy-magnesium-malonate. The solvent is CCOCC (ether). Yields the product COC(C(C(=O)OC)C(C(C)OC1=CC=C(C=C1)OC1=CC=C(C=C1)C(F)(F)F)=O)=O (dimethyl-2-[4'-(4"-trifluoromethyl-phenoxy)-phenoxy]-propionyl-malonate). Isolated yield 83.8%. RXN SMILES: [F:1][C:2]([F:23])([F:22])[C:3]1[CH:21]=[CH:20][C:6]([O:7][C:8]2[CH:19]=[CH:18][C:11]([O:12][CH:13]([CH3:17])[C:14](Br)=[O:15])=[CH:10][CH:9]=2)=[CH:5][CH:4]=1.C([O-])(=O)CC([O-])=O.CC(C)(O[Mg+2])C.[C:37]([O:44][CH3:45])(=[O:43])[CH2:38][C:39]([O:41][CH3:42])=[O:40]>CCOCC>[CH3:42][O:41][C:39](=[O:40])[CH:38]([C:14](=[O:15])[CH:13]([O:12][C:11]1[CH:18]=[CH:19][C:8]([O:7][C:6]2[CH:20]=[CH:21][C:3]([C:2]([F:23])([F:22])[F:1])=[CH:4][CH:5]=2)=[CH:9][CH:10]=1)[CH3:17])[C:37]([O:44][CH3:45])=[O:43] |f:1.2|. Procedure details: A 50% etheral solution of 39 g of 2-[4'-(4"-trifluoromethyl-phenoxy)-phenoxy]-propionyl-bromide is added dropwise under stirring to a mixture of dimethyl-ethoxy-magnesium-malonate prepared from 14.5 g of dimethyl malonate and 50 ml of ether. The addition of the acid bromide having been completed the reaction mixture is heated to boiling for an hour and worked up as described in Example 1. Thus 37 g of the desired compound are obtained in the form of a yellow viscous oil which solidifies on stand... The reactants are CC(=O)OC(C)(C)C, NC(CCCNC(=O)OCc1ccccc1)C(=O)O, [O-][Cl+3]([O-])([O-])O, O. The product is CC(C)(C)OC(=O)C(N)CCCNC(=O)OCc1ccccc1. Reaction SMILES: [C:20]([O:21][C:24]([CH3:25])([CH3:26])[CH3:27])(=[O:22])[CH3:23].[CH2:1]([c:2]1[cH:3][cH:4][cH:5][cH:6][cH:7]1)[O:8][C:9](=[O:10])[NH:11][CH2:12][CH2:13][CH2:14][CH:15]([NH2:16])[C:17](=[O:18])[OH:19].[Cl+3:28]([OH:29])([O-:30])([O-:31])[O-:32].[OH2:33]>>[CH2:1]([c:2]1[cH:3][cH:4][cH:5][cH:6][cH:7]1)[O:8][C:9](=[O:10])[NH:11][CH2:12][CH2:13][CH2:14][CH:15]([NH2:16])[C:17]([O:18][C:24]([CH3:25])([CH3:26])[CH3:27])=[O:19]. Reactants: CC(C)(C)c1ccc(-c2cccc(C3Nc4c(cc(Cl)cc4C(=O)O)CC3(C)C)c2)cc1, O=C(n1ccnc1)n1ccnc1, CN(C)C=O, NS(=O)(=O)C1CC1, [H-], [Na+]. The product is CC(C)(C)c1ccc(-c2cccc(C3Nc4c(cc(Cl)cc4C(=O)NS(=O)(=O)C4CC4)CC3(C)C)c2)cc1. Reaction SMILES: [C:10]([CH3:11])([CH3:12])([CH3:13])[c:14]1[cH:15][cH:16][c:17](-[c:20]2[cH:21][c:22]([CH:26]3[NH:27][c:28]4[c:29]([C:39](=[O:40])[OH:41])[cH:30][c:31]([Cl:38])[cH:32][c:33]4[CH2:34][C:35]3([CH3:36])[CH3:37])[cH:23][cH:24][cH:25]2)[cH:18][cH:19]1.[C:42]([n:43]1[cH:44][cH:45][n:46][cH:47]1)([n:48]1[cH:49][cH:50][n:51][cH:52]1)=[O:53].[CH3:54][N:55]([CH3:56])[CH:57]=[O:58].[CH:3]1([S:6](=[O:7])(=[O:8])[NH2:9])[CH2:4][CH2:5]1.[H-:1].[Na+:2]>>[CH:3]1([S:6](=[O:7])(=[O:8])[NH:9][C:39]([c:29]2[c:28]3[c:33]([cH:32][c:31]([Cl:38])[cH:30]2)[CH2:34][C:35]([CH3:36])([CH3:37])[CH:26]([c:22]2[cH:21][c:20](-[c:17]4[cH:16][cH:15][c:14]([C:10]([CH3:11])([CH3:12])[CH3:13])[cH:19][cH:18]4)[cH:25][cH:24][cH:23]2)[NH:27]3)=[O:40])[CH2:4][CH2:5]1. Reactants: C1COCCN1, CN1CCOCC1, CCN=C=NCCCN(C)C, CN(C)C=O, CCOC(C)=O, CS(=O)(=O)c1ccc(C(CC2CCCC2)c2cc3cc(C(=O)O)cnc3[nH]2)cc1, ClCCl, Cl, O, On1nnc2ccccc21. Yields the product CS(=O)(=O)c1ccc(C(CC2CCCC2)c2cc3cc(C(=O)N4CCOCC4)cnc3[nH]2)cc1. RXN SMILES: [CH2:30]1[CH2:31][O:32][CH2:33][CH2:34][NH:35]1.[CH3:36][N:37]1[CH2:38][CH2:39][O:40][CH2:41][CH2:42]1.[CH3:55][N:56]([CH3:57])[CH2:58][CH2:59][CH2:60][N:61]=[C:62]=[N:63][CH2:64][CH3:65].[CH3:69][N:70]([CH3:71])[CH:72]=[O:73].[CH3:74][CH2:75][O:76][C:77](=[O:78])[CH3:79].[CH:1]1([CH2:6][CH:7]([c:8]2[cH:9][cH:10][c:11]([S:14](=[O:15])(=[O:16])[CH3:17])[cH:12][cH:13]2)[c:18]2[cH:19][c:20]3[c:21]([n:22][cH:23][c:24]([C:26](=[O:27])[OH:28])[cH:25]3)[nH:29]2)[CH2:2][CH2:3][CH2:4][CH2:5]1.[Cl:66][CH2:67][Cl:68].[ClH:54].[OH2:43].[OH:44][n:45]1[c:46]2[cH:47][cH:48][cH:49][cH:50][c:51]2[n:52][n:53]1>>[CH:1]1([CH2:6][CH:7]([c:8]2[cH:9][cH:10][c:11]([S:14](=[O:15])(=[O:16])[CH3:17])[cH:12][cH:13]2)[c:18]2[cH:19][c:20]3[c:21]([n:22][cH:23][c:24]([C:26](=[O:27])[N:35]4[CH2:30][CH2:31][O:32][CH2:33][CH2:34]4)[cH:25]3)[nH:29]2)[CH2:2][CH2:3][CH2:4][CH2:5]1. Reactants: CCCC(N)CCC, CC#N, Cc1cc(Cl)c([N+](=O)[O-])c(=O)[nH]1. The product is CCCC(CCC)Nc1cc(C)[nH]c(=O)c1[N+](=O)[O-]. Reaction SMILES: [CH2:13]([CH2:14][CH3:15])[CH:16]([CH2:17][CH2:18][CH3:19])[NH2:20].[CH3:21][C:22]#[N:23].[Cl:1][c:2]1[c:3]([N+:10](=[O:11])[O-:12])[c:4](=[O:9])[nH:5][c:6]([CH3:8])[cH:7]1>>[c:2]1([NH:20][CH:16]([CH2:13][CH2:14][CH3:15])[CH2:17][CH2:18][CH3:19])[c:3]([N+:10](=[O:11])[O-:12])[c:4](=[O:9])[nH:5][c:6]([CH3:8])[cH:7]1.